This data is from the Open Reaction Database (ORD), a public repository of structured organic reaction records. The task is: describe an organic reaction: reactants, conditions, products, and yield Starting materials: O=C([O-])[O-], CCOC(C)=O, O=C(Cl)OCC(Cl)(Cl)Cl, [K+], [K+], O, Cc1ccc(-n2nc([Si](C)(C)C)cc2N)cc1. Product: Cc1ccc(-n2nc([Si](C)(C)C)cc2NC(=O)OCC(Cl)(Cl)Cl)cc1. As a reaction SMILES: [C:18](=[O:19])([O-:20])[O-:21].[CH3:34][CH2:35][O:36][C:37](=[O:38])[CH3:39].[Cl:25][C:26](=[O:27])[O:28][CH2:29][C:30]([Cl:31])([Cl:32])[Cl:33].[K+:22].[K+:23].[OH2:24].[c:1]1([CH3:17])[cH:2][cH:3][c:4](-[n:7]2[n:8][c:9]([Si:13]([CH3:14])([CH3:15])[CH3:16])[cH:10][c:11]2[NH2:12])[cH:5][cH:6]1>>[c:1]1([CH3:17])[cH:2][cH:3][c:4](-[n:7]2[n:8][c:9]([Si:13]([CH3:14])([CH3:15])[CH3:16])[cH:10][c:11]2[NH:12][C:26](=[O:27])[O:28][CH2:29][C:30]([Cl:31])([Cl:32])[Cl:33])[cH:5][cH:6]1.